This data is from the Open Reaction Database (ORD), a public repository of structured organic reaction records. The task is: describe an organic reaction: reactants, conditions, products, and yield Starting materials: Cc1cc(-c2ccc(C(F)(F)F)cc2)cc(-c2cccc(-c3cccc([N+](=O)[O-])c3)n2)n1, [H][H]. Product: Cc1cc(-c2ccc(C(F)(F)F)cc2)cc(-c2cccc(-c3cccc(N)c3)n2)n1. Reaction SMILES: [CH3:1][c:2]1[cH:3][c:4](-[c:23]2[cH:24][cH:25][c:26]([C:29]([F:30])([F:31])[F:32])[cH:27][cH:28]2)[cH:5][c:6](-[c:8]2[n:9][c:10](-[c:14]3[cH:15][c:16]([N+:20]([O-:21])=[O:22])[cH:17][cH:18][cH:19]3)[cH:11][cH:12][cH:13]2)[n:7]1.[H:33][H:34]>>[CH3:1][c:2]1[cH:3][c:4](-[c:23]2[cH:24][cH:25][c:26]([C:29]([F:30])([F:31])[F:32])[cH:27][cH:28]2)[cH:5][c:6](-[c:8]2[n:9][c:10](-[c:14]3[cH:15][c:16]([NH2:20])[cH:17][cH:18][cH:19]3)[cH:11][cH:12][cH:13]2)[n:7]1.